Dataset: the Open Reaction Database (ORD), a public repository of structured organic reaction records. Task: describe an organic reaction: reactants, conditions, products, and yield Reactants: O=C([O-])[O-], CN(C)C=O, Clc1ccc(C2(c3ccc(Cl)cn3)CO2)nc1, [K+], [K+], c1nc[nH]n1. The product is OC(Cn1cncn1)(c1ccc(Cl)cn1)c1ccc(Cl)cn1. As a reaction SMILES: [C:23](=[O:24])([O-:25])[O-:26].[CH3:29][N:30]([CH3:31])[CH:32]=[O:33].[Cl:1][c:2]1[cH:3][cH:4][c:5]([C:8]2([c:11]3[n:12][cH:13][c:14]([Cl:17])[cH:15][cH:16]3)[O:9][CH2:10]2)[n:6][cH:7]1.[K+:27].[K+:28].[nH:18]1[n:19][cH:20][n:21][cH:22]1>>[Cl:1][c:2]1[cH:3][cH:4][c:5]([C:8]([OH:9])([CH2:10][n:18]2[n:19][cH:20][n:21][cH:22]2)[c:11]2[n:12][cH:13][c:14]([Cl:17])[cH:15][cH:16]2)[n:6][cH:7]1. Starting materials: O=C1CCC(=O)N1Br, O=C(OOC(=O)c1ccccc1)c1ccccc1, Cc1cc([N+](=O)[O-])cc(C)c1Cl, ClC(Cl)(Cl)Cl, O. Product: Cc1cc([N+](=O)[O-])cc(CBr)c1Cl. RXN SMILES: [Br:13][N:14]1[C:15](=[O:16])[CH2:17][CH2:18][C:19]1=[O:20].[C:21]([O:22][O:23][C:24](=[O:25])[c:26]1[cH:27][cH:28][cH:29][cH:30][cH:31]1)(=[O:32])[c:33]1[cH:34][cH:35][cH:36][cH:37][cH:38]1.[Cl:1][c:2]1[c:3]([CH3:12])[cH:4][c:5]([N+:9](=[O:10])[O-:11])[cH:6][c:7]1[CH3:8].[Cl:39][C:40]([Cl:41])([Cl:42])[Cl:43].[OH2:44]>>[Cl:1][c:2]1[c:3]([CH3:12])[cH:4][c:5]([N+:9](=[O:10])[O-:11])[cH:6][c:7]1[CH2:8][Br:13].